Dataset: the Open Reaction Database (ORD), a public repository of structured organic reaction records. Task: describe an organic reaction: reactants, conditions, products, and yield The reactants are C(#N)NC(=NCCSCC1=C(N=CN1)C)NCCN (N-cyano-N'-(2-aminoethyl)-N"-[2-((4-methyl-5-imidazolyl)methylthio)ethyl]guanidine), Cl (hydrochloric acid). The product is Cl.Cl.Cl.NCCNC(=N)NCCSCC1=C(N=CN1)C (N-(2-Aminoethyl)-N'-[2-((4-methyl-5-imidazolyl)methylthio)ethyl]guanidine trihydrochloride). RXN SMILES: C([NH:3][C:4]([NH:16][CH2:17][CH2:18][NH2:19])=[N:5][CH2:6][CH2:7][S:8][CH2:9][C:10]1[NH:14][CH:13]=[N:12][C:11]=1[CH3:15])#N.[ClH:20]>>[ClH:20].[ClH:20].[ClH:20].[NH2:19][CH2:18][CH2:17][NH:16][C:4]([NH:5][CH2:6][CH2:7][S:8][CH2:9][C:10]1[NH:14][CH:13]=[N:12][C:11]=1[CH3:15])=[NH:3] |f:2.3.4.5|. Procedure details: N-Cyano-N'-(2-aminoethyl)-N"-[2-((4-methyl-5-imidazolyl)methylthio)ethyl]guanidine (1.0 g) (see Example 10) and 1 N hydrochloric acid (20 ml) were refluxed together for 6 hours. Evaporation and recrystallisation from methanol/isopropanol gave the title compound (0.6 g), m.p. 195°-196° C.